This data is from the Open Reaction Database (ORD), a public repository of structured organic reaction records. The task is: describe an organic reaction: reactants, conditions, products, and yield Starting materials: IC1=CC=C(C(=O)OC)C=C1 (methyl 4-iodobenzoate), 2-oxozolidone, C([O-])([O-])=O.[K+].[K+] (potassium carbonate), CNCCNC (N,N′-dimethylethylenediamine). Reagents/catalysts: [Cu](I)I (copper iodide). Solvent: C(C)(=O)OCC (ethyl acetate), C1(=CC=CC=C1)C (toluene). Conditions: temperature 150 celsius. Product: O=C1OCCN1C1=CC=C(C(=O)OC)C=C1 (methyl 4-(2-oxooxazolidin-3-yl)benzoate). As a reaction SMILES: I[C:2]1[CH:11]=[CH:10][C:5]([C:6]([O:8][CH3:9])=[O:7])=[CH:4][CH:3]=1.[C:12](=[O:15])([O-])[O-:13].[K+].[K+].C[NH:19][CH2:20][CH2:21]NC>C1(C)C=CC=CC=1.C(OCC)(=O)C.[Cu](I)I>[O:15]=[C:12]1[N:19]([C:2]2[CH:11]=[CH:10][C:5]([C:6]([O:8][CH3:9])=[O:7])=[CH:4][CH:3]=2)[CH2:20][CH2:21][O:13]1 |f:1.2.3|. Procedure details: A mixture of 1 g of methyl 4-iodobenzoate, 399 mg of 2-oxozolidone, 1.1 g of potassium carbonate, 34 mg of N,N′-dimethylethylenediamine and 73 mg of copper iodide in 10 mL of toluene was heated to 150° C. in a sealed microwave reactor for 2 h. The reaction mixture was diluted with ethyl acetate, washed with H2O, dried (MgSO4) and evaporated. Purified by silica gel chromatography (20-70% ethyl acetate/hexane) to afford methyl 4-(2-oxooxazolidin-3-yl)benzoate. 530 mg of methyl 4-(2-oxooxazolidin-3... The reactants are N1CC(C1)C(=O)O (azetidine-3-carboxylic acid), Cl (HCl), C([O-])([O-])=O.[K+].[K+] (potassium carbonate), C(C1=CC=CC=C1)OC(=O)Cl (benzylchloroformate). Run in O (H2O), O1CCOCC1 (dioxane). Conditions: temperature 0 celsius, time 18 hour. Yields the product C(C1=CC=CC=C1)OC(=O)N1CC(C1)C(=O)O (Azetidine-1,3-dicarboxylic acid monobenzyl ester). RXN SMILES: [NH:1]1[CH2:4][CH:3]([C:5]([OH:7])=[O:6])[CH2:2]1.C(=O)([O-])[O-].[K+].[K+].[CH2:14]([O:21][C:22](Cl)=[O:23])[C:15]1[CH:20]=[CH:19][CH:18]=[CH:17][CH:16]=1.Cl>O.O1CCOCC1>[CH2:14]([O:21][C:22]([N:1]1[CH2:4][CH:3]([C:5]([OH:7])=[O:6])[CH2:2]1)=[O:23])[C:15]1[CH:20]=[CH:19][CH:18]=[CH:17][CH:16]=1 |f:1.2.3|. Reported procedure: To 500 mg (4.95 mmol) azetidine-3-carboxylic acid was added 10 mL dioxane and 10 mL H2O and the solution cooled to 0° C. 1.38 g (10 mmol) potassium carbonate was added followed by 0.78 mL (11 mmol) benzylchloroformate, and the reaction stirred at room temperature for 18 hours. The mixture was acidified with 25 mL 1 M HCl, extracted with DCM (2×20 mL), the combined organic layers dried over Na2SO4. After filtration the solvent was evaporated to give the desired product which was used in the next ... Starting materials: BrC=1C=C2C=CC(=CC2=CC1)O (6-bromo-β-naphthol), C(C)(=O)O (acetic acid), N(=O)[O-].[Na+] (sodium nitrite). Solvent: O (water), O (water). Reaction conditions: time 23 hour. Product: N(=O)C1=C(C=CC2=CC(=CC=C12)Br)O (1-Nitroso-6-bromo-β-naphthol). As a reaction SMILES: [Br:1][C:2]1[CH:3]=[C:4]2[C:9](=[CH:10][CH:11]=1)[CH:8]=[C:7]([OH:12])[CH:6]=[CH:5]2.C(O)(=O)C.[N:17]([O-])=[O:18].[Na+]>O>[N:17]([C:8]1[C:9]2[C:4](=[CH:3][C:2]([Br:1])=[CH:11][CH:10]=2)[CH:5]=[CH:6][C:7]=1[OH:12])=[O:18] |f:2.3|. Procedure details: 76.2 g (0.342 mol) of 6-bromo-β-naphthol were suspended in 385 ml of 90%-strength acetic acid and nitrosated for two hours at 4° C. with 28.5 g (0.413 mol) of sodium nitrite in 230 ml of water, and stirring was then continued for 23 h at room temperature. The suspension was then made up to twice its volume by filling up with water and the product formed was filtered off by suction. After drying, 83.8 g (97.3%) of crude 1-nitroso-6-bromo-β-naphthol whose purity is adequate for the further reactio... Solvent: C1(=CC=CC=C1)C (toluene), C1(=CC=CC=C1)C (toluene). Conditions: time 0.25 hour. The yield is 12.0%. Reaction SMILES: C([CH2:5][N:6]1[CH2:10][C@@H:9]([C:11]([O:13][CH3:14])=[O:12])[C@H:8]([C:15]([O:17][CH3:18])=[O:16])[CH2:7]1)(OC)=O.[CH3:19]C(C)([O-])C.[K+].Cl>C1(C)C=CC=CC=1>[C:11]([CH:9]1[CH:8]2[CH2:7][N:6]([CH2:5][C:15]2([O:16][CH3:19])[O:17][CH3:18])[CH2:10]1)([O:13][CH3:14])=[O:12] |f:1.2|. The reactants are Cl (hydrochloric acid), C(=O)(OC)CN1C[C@H]([C@@H](C1)C(=O)OC)C(=O)OC (1-carbomethoxymethyl-trans-3,4-dicarbomethoxypyrrolidine), CC(C)([O-])C.[K+] (potassium-t-butoxide). Procedure: A solution of 1-carbomethoxymethyl-trans-3,4-dicarbomethoxypyrrolidine (5 g, 19.31 mmol) in toluene (75 ml) was added dropwise over a 1 h period to a rapidly stirred solution of potassium-t-butoxide (9 g, 80 mmol) in toluene (250 ml) at 130° C. The mixture was refluxed for 4 h, cooled to room temperature and concentrated hydrochloric acid (75 ml) added dropwise and stirred for 0.25 h. The organic phase was extracted with further portions of acid (3×50 ml) and the combined aqueous heated at 110° ... Product: C(=O)(OC)C1CN2CC(C1C2)(OC)OC (3-Carbomethoxy-5,5-dimethoxy-1-azabicyclo[2.2.1]heptane).